describe an organic reaction: reactants, conditions, products, and yield From a dataset of the Open Reaction Database (ORD), a public repository of structured organic reaction records. Starting materials: CC(=O)[O-], O=CCN(CC=Cc1cccc(NCC2CC2)n1)C(=O)OCc1ccccc1, CC(C)O, COc1ccc(C(N)CC(=O)OC(C)(C)C)cn1, [Na+], Cc1ccc(S(=O)(=O)O)cc1. Yields the product COc1ccc(C(CC(=O)OC(C)(C)C)NCCN(CC=Cc2cccc(NCC3CC3)n2)C(=O)OCc2ccccc2)cn1. As a reaction SMILES: [C:58]([O-:59])(=[O:60])[CH3:61].[CH2:1]([c:2]1[cH:3][cH:4][cH:5][cH:6][cH:7]1)[O:8][C:9]([N:10]([CH2:11][CH:12]=[O:13])[CH2:14][CH:15]=[CH:16][c:17]1[n:18][c:19]([NH:23][CH2:24][CH:25]2[CH2:26][CH2:27]2)[cH:20][cH:21][cH:22]1)=[O:28].[CH:63]([OH:64])([CH3:65])[CH3:66].[NH2:40][CH:41]([CH2:42][C:43](=[O:44])[O:45][C:46]([CH3:47])([CH3:48])[CH3:49])[c:50]1[cH:51][n:52][c:53]([O:56][CH3:57])[cH:54][cH:55]1.[Na+:62].[OH:29][S:30]([c:31]1[cH:32][cH:33][c:34]([CH3:35])[cH:36][cH:37]1)(=[O:38])=[O:39]>>[CH2:1]([c:2]1[cH:3][cH:4][cH:5][cH:6][cH:7]1)[O:8][C:9]([N:10]([CH2:11][CH2:12][NH:40][CH:41]([CH2:42][C:43](=[O:44])[O:45][C:46]([CH3:47])([CH3:48])[CH3:49])[c:50]1[cH:51][n:52][c:53]([O:56][CH3:57])[cH:54][cH:55]1)[CH2:14][CH:15]=[CH:16][c:17]1[n:18][c:19]([NH:23][CH2:24][CH:25]2[CH2:26][CH2:27]2)[cH:20][cH:21][cH:22]1)=[O:28]. Reactants: C(C)(C)(C)OC(=O)N1CC(C2=NC=C(C=C21)C(CC)(F)F)(C)C (6-(1,1-Difluoro-propyl)-3,3-dimethyl-2,3-dihydro-pyrrolo[3,2-b]pyridine-1-carboxylic acid tert-butyl ester), CO (MeOH). Solvent: Cl (HCl). Product: FC(CC)(F)C=1C=C2C(=NC1)C(CN2)(C)C (6-(1,1-Difluoro-propyl)-3,3-dimethyl-2,3-dihydro-1H-pyrrolo[3,2-b]pyridine). The yield is 104.9%. Reaction SMILES: C(OC([N:8]1[C:16]2[C:11](=[N:12][CH:13]=[C:14]([C:17]([F:21])([F:20])[CH2:18][CH3:19])[CH:15]=2)[C:10]([CH3:23])([CH3:22])[CH2:9]1)=O)(C)(C)C.CO>Cl>[F:20][C:17]([C:14]1[CH:15]=[C:16]2[NH:8][CH2:9][C:10]([CH3:22])([CH3:23])[C:11]2=[N:12][CH:13]=1)([F:21])[CH2:18][CH3:19]. Procedure: 6-(1,1-Difluoro-propyl)-3,3-dimethyl-2,3-dihydro-pyrrolo[3,2-b]pyridine-1-carboxylic acid tert-butyl ester (0.245 g, 0.75 mmol) was dissolved in 5M aqueous HCl and MeOH (1:1, 10 mL) and the reaction was stirred at room temperature for 18 h. The solvent was removed in vacuo, to give the title compound (0.178 g) MS: [M+H]+=227. Starting materials: CN=C=O (Methyl isocyanate), FC(C(=O)O)(F)F.FC(C(=O)O)(F)F.N1CC(C1)C=1C(=C(C=C(C1C)Cl)C(C)NC1=C2N=CNC2=NC=N1)OC (N-[1-(3-azetidin-3-yl-5-chloro-2-methoxy-4-methylphenyl)ethyl]-9H-purin-6-amine bis(trifluoroacetate)), CCN(C(C)C)C(C)C (DIPEA). The solvent is C(Cl)Cl (methylene chloride). Conditions: time 30 minute. Yields the product FC(C(=O)O)(F)F.ClC=1C(=C(C(=C(C1)C(C)NC1=C2N=CNC2=NC=N1)OC)C1CN(C1)C(=O)NC)C (3-{3-Chloro-6-methoxy-2-methyl-5-[1-(9H-purin-6-ylamino)ethyl]phenyl}-N-methylazetidine-1-carboxamide trifluoroacetate), C(=O)(C(F)(F)F)O (TFA). As a reaction SMILES: [CH3:1][N:2]=[C:3]=[O:4].[F:5][C:6]([F:11])([F:10])[C:7]([OH:9])=[O:8].[F:12][C:13]([F:18])([F:17])[C:14]([OH:16])=[O:15].[NH:19]1[CH2:22][CH:21]([C:23]2[C:24]([O:43][CH3:44])=[C:25]([CH:31]([NH:33][C:34]3[N:42]=[CH:41][N:40]=[C:39]4[C:35]=3[N:36]=[CH:37][NH:38]4)[CH3:32])[CH:26]=[C:27]([Cl:30])[C:28]=2[CH3:29])[CH2:20]1.CCN(C(C)C)C(C)C>C(Cl)Cl>[F:5][C:6]([F:11])([F:10])[C:7]([OH:9])=[O:8].[Cl:30][C:27]1[C:28]([CH3:29])=[C:23]([CH:21]2[CH2:22][N:19]([C:3]([NH:2][CH3:1])=[O:4])[CH2:20]2)[C:24]([O:43][CH3:44])=[C:25]([CH:31]([NH:33][C:34]2[N:42]=[CH:41][N:40]=[C:39]3[C:35]=2[N:36]=[CH:37][NH:38]3)[CH3:32])[CH:26]=1.[C:14]([OH:16])([C:13]([F:18])([F:17])[F:12])=[O:15] |f:1.2.3,6.7|. Reported procedure: Methyl isocyanate (1.3 μL, 0.021 mmol) was added to a solution of N-[1-(3-azetidin-3-yl-5-chloro-2-methoxy-4-methylphenyl)ethyl]-9H-purin-6-amine bis(trifluoroacetate) (8.5 mg, 0.014 mmol, from Example 165) and DIPEA (0.015 mL, 0.085 mmol) in methylene chloride (0.5 mL) at 0° C. and then the reaction was stirred at room temperature for 30 minutes. The crude mixture was purified on prep-LCMS (XBridge C18 Column, eluting with a gradient of acetonitrile in water with 0.05% trifluoroacetic acid, at ...